Dataset: the Open Reaction Database (ORD), a public repository of structured organic reaction records. Task: describe an organic reaction: reactants, conditions, products, and yield Starting materials: CCCCOc1c(NCc2cc3cc([N+](=O)[O-])ccc3o2)c(=O)c1=O, CC(C)(C)N, CCO. Yields the product CC(C)(C)Nc1c(NCc2cc3cc([N+](=O)[O-])ccc3o2)c(=O)c1=O. RXN SMILES: [CH2:1]([O:2][c:6]1[c:7](=[O:25])[c:8](=[O:24])[c:9]1[NH:10][CH2:11][c:12]1[o:13][c:14]2[c:15]([cH:16]1)[cH:17][c:18]([N+:21](=[O:22])[O-:23])[cH:19][cH:20]2)[CH2:3][CH2:4][CH3:5].[CH3:26][C:27]([CH3:28])([CH3:29])[NH2:30].[CH3:31][CH2:32][OH:33]>>[c:6]1([NH:30][C:27]([CH3:26])([CH3:28])[CH3:29])[c:7](=[O:25])[c:8](=[O:24])[c:9]1[NH:10][CH2:11][c:12]1[o:13][c:14]2[c:15]([cH:16]1)[cH:17][c:18]([N+:21](=[O:22])[O-:23])[cH:19][cH:20]2. Starting materials: C(C)NC1=CC=2C(=CCC(C2C=C1)(C)C)CC (ethyl-(8-ethyl-5,5-dimethyl-5,6-dihydro-naphthalen-2-yl)-amine), C(C)NC1=CC=2C(=CCC(C2C=C1)(C)C)CC (Ethyl-(8-ethyl-5,5-dimethyl-5,6-dihydro-naphthalen-2-yl)-amine), FC1=NC=C(C(=O)O)C=C1 (6-fluoro-nicotinic acid), CCOCC (ether). The solvent is C1(=CC=CC=C1)C (toluene). Conditions: temperature 125 celsius. Yields the product C(C)N(C1=NC=C(C(=O)O)C=C1)C1=CC=2C(=CCC(C2C=C1)(C)C)CC (6-[Ethyl-(8-ethyl-5,5-dimethyl-5,6-dihydro-naphthalen-2-yl)-amino]-nicotinic Acid). Isolated yield 4.2%. RXN SMILES: [CH2:1]([NH:3][C:4]1[CH:13]=[CH:12][C:11]2[C:10]([CH3:15])([CH3:14])[CH2:9][CH:8]=[C:7]([CH2:16][CH3:17])[C:6]=2[CH:5]=1)[CH3:2].F[C:19]1[CH:27]=[CH:26][C:22]([C:23]([OH:25])=[O:24])=[CH:21][N:20]=1.CCOCC>C1(C)C=CC=CC=1>[CH2:1]([N:3]([C:4]1[CH:13]=[CH:12][C:11]2[C:10]([CH3:15])([CH3:14])[CH2:9][CH:8]=[C:7]([CH2:16][CH3:17])[C:6]=2[CH:5]=1)[C:19]1[CH:27]=[CH:26][C:22]([C:23]([OH:25])=[O:24])=[CH:21][N:20]=1)[CH3:2]. Reported procedure: To a mixture of 0.35 g (1.5 mmol) ethyl-(8-ethyl-5,5-dimethyl-5,6-dihydro-naphthalen-2-yl)-amine (Compound 167 and 0.32 g (2.2 mmol) of 6-fluoro-nicotinic acid was added a small amount of ether and toluene to help stirring. The resulting mixture was heated at 100-150° C. for 1 h. The mixture was cooled. The product was purified by flash chromatography (silica, 50% ethyl acetate in hexanes) followed by recrystallization using ethyl acetate:hexane (1:1) to give the title compound as white crystals... Reactants: CCO, Cl, [K+], CCOC(=O)C(N)C1c2ccccc2CCc2ccccc21, [OH-], O. The product is NC(C(=O)O)C1c2ccccc2CCc2ccccc21. RXN SMILES: [CH3:26][CH2:27][OH:28].[ClH:1].[K+:25].[NH2:2][CH:3]([C:4](=[O:5])[O:6][CH2:7][CH3:8])[CH:9]1[c:10]2[c:11]([cH:20][cH:21][cH:22][cH:23]2)[CH2:12][CH2:13][c:14]2[c:15]1[cH:16][cH:17][cH:18][cH:19]2.[OH-:24].[OH2:29]>>[NH2:2][CH:3]([C:4](=[O:5])[OH:6])[CH:9]1[c:10]2[c:11]([cH:20][cH:21][cH:22][cH:23]2)[CH2:12][CH2:13][c:14]2[c:15]1[cH:16][cH:17][cH:18][cH:19]2. The reactants are Cl.Cl.[C@H]1(CCCN2CCCC[C@H]12)CN1CCC(CC1)NC(=O)C=1NC2=CC=CC(=C2C1)OCC1=COC2=C1C=C(C=C2)Cl (4-(5-chloro-benzofuran-3-ylmethoxy)-1H-indole-2-carboxylic acid {1-[(1S,9aR)-1-(octahydro-quinolizin-1-yl)methyl]-piperidin-4-yl}-amide dihydrochloride), Cl.Cl.Cl.NC1CCN(CC1)C[C@H](C)N1C[C@@H]([C@H](CC1)O)C ((3S,4S)-1-[(S)-2-(4-Amino-piperidin-1-yl)-1-methyl-ethyl]-3-methyl-piperidin-4-ol tri-hydrochloride). The product is Cl.Cl.O[C@@H]1[C@H](CN(CC1)[C@H](CN1CCC(CC1)NC(=O)C=1NC2=CC=CC(=C2C1)OCC1=COC2=C1C=C(C=C2)Cl)C)C (4-(5-Chloro-benzofuran-3-ylmethoxy)-1H-indole-2-carboxylic acid {1-[(S)-2-((3S,4S)-4-hydroxy-3-methyl-piperidin-1-yl)-propyl]-piperidin-4-yl}-amide dihydrochloride). Reaction SMILES: [ClH:1].Cl.[C@H]1(C[N:14]2[CH2:19][CH2:18][CH:17]([NH:20][C:21]([C:23]3[NH:24][C:25]4[C:30]([CH:31]=3)=[C:29]([O:32][CH2:33][C:34]3[C:38]5[CH:39]=[C:40]([Cl:43])[CH:41]=[CH:42][C:37]=5[O:36][CH:35]=3)[CH:28]=[CH:27][CH:26]=4)=[O:22])[CH2:16][CH2:15]2)[C@@H]2N(CCCC2)CCC1.Cl.Cl.Cl.NC1CCN([CH2:54][C@@H:55]([N:57]2[CH2:62][CH2:61][C@H:60]([OH:63])[C@@H:59]([CH3:64])[CH2:58]2)[CH3:56])CC1>>[ClH:43].[ClH:1].[OH:63][C@H:60]1[CH2:61][CH2:62][N:57]([C@@H:55]([CH3:56])[CH2:54][N:14]2[CH2:15][CH2:16][CH:17]([NH:20][C:21]([C:23]3[NH:24][C:25]4[C:30]([CH:31]=3)=[C:29]([O:32][CH2:33][C:34]3[C:38]5[CH:39]=[C:40]([Cl:43])[CH:41]=[CH:42][C:37]=5[O:36][CH:35]=3)[CH:28]=[CH:27][CH:26]=4)=[O:22])[CH2:18][CH2:19]2)[CH2:58][C@@H:59]1[CH3:64] |f:0.1.2,3.4.5.6,7.8.9|. Procedure: This compound is synthesized from 4-(5-chloro-benzofuran-3-ylmethoxy)-1H-indole-2-carboxylic acid (97, see example 42) and amine 56 analogously to the method described in example 1. Starting materials: C(C1=CC=CC=C1)O[C@H]1[C@](O[C@@H]([C@H]([C@@H]1OCC1=CC=CC=C1)OCC1=CC=CC=C1)COCC1=CC=CC=C1)(O)C1=C(C=C(C(=C1)CC1=CC=C(C=C1)CC)Cl)OC ((2S,3R,4S,5R,6R)-3,4,5-tris(benzyloxy)-6-(benzyloxymethyl)-2-(4-chloro-5-(4-ethylbenzyl)-2-methoxyphenyl)tetrahydro-2H-pyran-2-ol), C(C=C)[Si](C)(C)C (allyltrimethylsilane). Product: C(C=C)[C@]1(O[C@@H]([C@H]([C@@H]([C@H]1OCC1=CC=CC=C1)OCC1=CC=CC=C1)OCC1=CC=CC=C1)COCC1=CC=CC=C1)C1=C(C=C(C(=C1)CC1=CC=C(C=C1)CC)Cl)OC ((2S,3R,4S,5R,6R)-2-allyl-3,4,5-tris(benzyloxy)-6-(benzyloxymethyl)-2-(4-chloro-5-(4-ethylbenzyl)-2-methoxyphenyl)tetrahydro-2H-pyran). Yield: 159.5%. RXN SMILES: [CH2:1]([O:8][C@@H:9]1[C@@H:14]([O:15][CH2:16]C2C=CC=CC=2)[C@H:13]([O:23][CH2:24]C2C=CC=CC=2)[C@@H:12]([CH2:31][O:32][CH2:33]C2C=CC=CC=2)[O:11][C@:10]1([C:41]1[CH:46]=[C:45]([CH2:47][C:48]2[CH:53]=[CH:52][C:51]([CH2:54][CH3:55])=[CH:50][CH:49]=2)[C:44]([Cl:56])=[CH:43][C:42]=1[O:57][CH3:58])O)[C:2]1[CH:7]=[CH:6][CH:5]=[CH:4][CH:3]=1.[CH2:59]([Si](C)(C)C)[CH:60]=[CH2:61]>>[CH2:59]([C@:10]1([C:41]2[CH:46]=[C:45]([CH2:47][C:48]3[CH:49]=[CH:50][C:51]([CH2:54][CH3:55])=[CH:52][CH:53]=3)[C:44]([Cl:56])=[CH:43][C:42]=2[O:57][CH3:58])[C@H:9]([O:8][CH2:1][C:2]2[CH:3]=[CH:4][CH:5]=[CH:6][CH:7]=2)[C@@H:14]([O:15][CH2:16][C:2]2[CH:7]=[CH:6][CH:5]=[CH:4][CH:3]=2)[C@H:13]([O:23][CH2:24][C:41]2[CH:46]=[CH:45][CH:44]=[CH:43][CH:42]=2)[C@@H:12]([CH2:31][O:32][CH2:33][C:48]2[CH:53]=[CH:52][CH:51]=[CH:50][CH:49]=2)[O:11]1)[CH:60]=[CH2:61]. Reported procedure: The title compound (230 mg, 80%) was prepared from 23 (280 mg) and allyltrimethylsilane (167 μL, 120 mg, 3.0 eq.) using the method described for preparing 24. Starting materials: C(C)(C)(C)OC(NC(\C=C\C1=CC(=C(C=C1)N1S(N(C(C1)=O)CC[Si](C)(C)C)(=O)=O)OCC1=CC=CC=C1)(C)C)=O (((E)-3-{3-benzyloxy-4-[1,1,4-trioxo-5-(2-trimethylsilanylethyl)-1,2,5-thiadiazolidin-2-yl]-phenyl}-1,1-dimethylallyl)-carbamic acid tert-butyl ester), [F-].[Cs+] (CsF). Run in CN(C)C=O (DMF). Conditions: temperature 60 celsius, time 3 hour. Product: C(C)(C)(C)OC(NC(\C=C\C1=CC(=C(C=C1)N1S(NC(C1)=O)(=O)=O)OCC1=CC=CC=C1)(C)C)=O ({(E)-3-[3-Benzyloxy-4-(1,1,4-trioxo-1,2,5-thiadiazolidin-2-yl)-phenyl]-1,1-dimethylallyl}-carbamic Acid Tert-butyl Ester). RXN SMILES: [C:1]([O:5][C:6](=[O:41])[NH:7][C:8]([CH3:40])([CH3:39])/[CH:9]=[CH:10]/[C:11]1[CH:16]=[CH:15][C:14]([N:17]2[CH2:21][C:20](=[O:22])[N:19](CC[Si](C)(C)C)[S:18]2(=[O:30])=[O:29])=[C:13]([O:31][CH2:32][C:33]2[CH:38]=[CH:37][CH:36]=[CH:35][CH:34]=2)[CH:12]=1)([CH3:4])([CH3:3])[CH3:2].[F-].[Cs+]>CN(C=O)C>[C:1]([O:5][C:6](=[O:41])[NH:7][C:8]([CH3:40])([CH3:39])/[CH:9]=[CH:10]/[C:11]1[CH:16]=[CH:15][C:14]([N:17]2[CH2:21][C:20](=[O:22])[NH:19][S:18]2(=[O:30])=[O:29])=[C:13]([O:31][CH2:32][C:33]2[CH:34]=[CH:35][CH:36]=[CH:37][CH:38]=2)[CH:12]=1)([CH3:4])([CH3:2])[CH3:3] |f:1.2|. Reported procedure: To a solution of ((E)-3-{3-benzyloxy-4-[1,1,4-trioxo-5-(2-trimethylsilanylethyl)-1,2,5-thiadiazolidin-2-yl]-phenyl}-1,1-dimethylallyl)-carbamic acid tert-butyl ester (150 mg, 0.2 mmol) in DMF (3 mL) is added CsF (83 mg, 0.53 mmol) and the mixture is stirred at 60° C. for 3 h. The solvent is removed under reduced pressure and the residue is purified by flash chromatography using 10-20% MeOH/EtOAc as eluent to give the title compound as a solid. Reactants: C1CCOC1, CC#N, CCOCC, CO, COCn1c(-c2ccccc2)c(C2CCCCC2)c2sc(C(=O)OC)cc21, [Na+], [OH-]. Product: COCn1c(-c2ccccc2)c(C2CCCCC2)c2sc(C(=O)O)cc21. As a reaction SMILES: [CH2:38]1[O:39][CH2:40][CH2:41][CH2:42]1.[CH3:30][C:31]#[N:32].[CH3:33][CH2:34][O:35][CH2:36][CH3:37].[CH3:43][OH:44].[CH:1]1([c:7]2[c:8]3[c:9]([n:10]([CH2:18][O:19][CH3:20])[c:11]2-[c:12]2[cH:13][cH:14][cH:15][cH:16][cH:17]2)[cH:21][c:22]([C:24](=[O:25])[O:26][CH3:27])[s:23]3)[CH2:2][CH2:3][CH2:4][CH2:5][CH2:6]1.[Na+:29].[OH-:28]>>[CH:1]1([c:7]2[c:8]3[c:9]([n:10]([CH2:18][O:19][CH3:20])[c:11]2-[c:12]2[cH:13][cH:14][cH:15][cH:16][cH:17]2)[cH:21][c:22]([C:24](=[O:25])[OH:26])[s:23]3)[CH2:2][CH2:3][CH2:4][CH2:5][CH2:6]1. Starting materials: [N+](=O)([O-])C1=C2C(N(C(C2=CC=C1)=O)CC(=O)OC(C)(C)C)=O (tert-butyl 2-(4-nitro-1,3-dioxoisoindolin-2-yl)acetate). The reagents and catalysts are [Pd] (Pd/C). The solvent is CO (MeOH). Conditions: time 3 hour. Yields the product NC1=C2C(N(C(C2=CC=C1)=O)CC(=O)OC(C)(C)C)=O (tert-butyl 2-(4-amino-1,3-dioxoisoindolin-2-yl)acetate). Yield: 54.9%. Reaction SMILES: [N+:1]([C:4]1[CH:12]=[CH:11][CH:10]=[C:9]2[C:5]=1[C:6](=[O:22])[N:7]([CH2:14][C:15]([O:17][C:18]([CH3:21])([CH3:20])[CH3:19])=[O:16])[C:8]2=[O:13])([O-])=O>CO.[Pd]>[NH2:1][C:4]1[CH:12]=[CH:11][CH:10]=[C:9]2[C:5]=1[C:6](=[O:22])[N:7]([CH2:14][C:15]([O:17][C:18]([CH3:20])([CH3:19])[CH3:21])=[O:16])[C:8]2=[O:13]. Reported procedure: A mixture of tert-butyl 2-(4-nitro-1,3-dioxoisoindolin-2-yl)acetate (1.44 g, 4.70 mmol) and 10% w/w Pd/C (a catalytic amount) in MeOH (150 ml) was hydrogenated in a Parr apparatus at 25 psi for 3 hours. The catalyst was filtered off and the filtrate was evaporated; the residue was purified by a quick flash chromatography on silica gel (Hexane/EtOAc 1/1) to obtain tert-butyl 2-(4-amino-1,3-dioxoisoindolin-2-yl)acetate (712 mg, 2.58 mmol, 54.8% yield, MS/ESI+ 299.0 [MNa]+). Reactants: [Ag+2], BrCc1ccccc1, O=C([O-])[O-], ClCCl, Cc1ccccc1-c1cc(O)ncc1C(=O)N(C)Cc1cc(C(F)(F)F)cc(C(F)(F)F)c1. Yields the product Cc1ccccc1-c1cc(OCc2ccccc2)ncc1C(=O)N(C)Cc1cc(C(F)(F)F)cc(C(F)(F)F)c1. As a reaction SMILES: [Ag+2:49].[Br:34][CH2:35][c:36]1[cH:37][cH:38][cH:39][cH:40][cH:41]1.[C:45](=[O:46])([O-:47])[O-:48].[Cl:42][CH2:43][Cl:44].[F:1][C:2]([c:3]1[cH:4][c:5]([CH2:6][N:7]([C:8]([c:9]2[cH:10][n:11][c:12]([OH:22])[cH:13][c:14]2-[c:15]2[c:16]([CH3:21])[cH:17][cH:18][cH:19][cH:20]2)=[O:23])[CH3:24])[cH:25][c:26]([C:28]([F:29])([F:30])[F:31])[cH:27]1)([F:32])[F:33]>>[F:1][C:2]([c:3]1[cH:4][c:5]([CH2:6][N:7]([C:8]([c:9]2[cH:10][n:11][c:12]([O:22][CH2:35][c:36]3[cH:37][cH:38][cH:39][cH:40][cH:41]3)[cH:13][c:14]2-[c:15]2[c:16]([CH3:21])[cH:17][cH:18][cH:19][cH:20]2)=[O:23])[CH3:24])[cH:25][c:26]([C:28]([F:29])([F:30])[F:31])[cH:27]1)([F:32])[F:33]. The reactants are NC(C(=O)O)CCCCCC (2-amino-1-octanoic acid), N1=CC=CC=C1 (pyridine), C(C)(=O)OC(C)=O (acetic anhydride). Product: C(C)(=O)NC(C(C)=O)CCCCCC (3-acetamidononan-2-one). Reaction SMILES: [NH2:1][CH:2]([CH2:6][CH2:7][CH2:8][CH2:9][CH2:10][CH3:11])[C:3]([OH:5])=O.N1C=CC=C[CH:13]=1.[C:18](OC(=O)C)(=[O:20])[CH3:19]>>[C:18]([NH:1][CH:2]([CH2:6][CH2:7][CH2:8][CH2:9][CH2:10][CH3:11])[C:3](=[O:5])[CH3:13])(=[O:20])[CH3:19]. Procedure: A mixture of 2-amino-1-octanoic acid (I, 200 g, 1.26 mole) in acetic anhydride (960 ml), and pyridine (640 ml) was heated on a boiling water bath for 4 hr. The reaction mixture was evaporated in vacuo, and the residue was partitioned 6-8 times between 5% aqueous solution of NaHCO3 (400 ml) and ether (400 ml). The combined ethereal extracts were dried with anhydrous MgSO4 and evaporated to dryness to give crude 3-acetamidononan-2-one, 154 g (70%).